This data is from the Open Reaction Database (ORD), a public repository of structured organic reaction records. The task is: describe an organic reaction: reactants, conditions, products, and yield The reactants are N(CC)CC (Et2NH), C(C)(C)[C@@H]1N(C(OC1)=O)C1=NC(=NC=C1)NC(C)C1=CC=C(C=C1)N1CCCCC1 ((4S)-4-isopropyl-3-(2-(1-(4-(piperidin-1-yl)phenyl)ethylamino)pyrimidin-4-yl)oxazolidin-2-one), CO (MeOH). Solvent: C(=O)=O (CO2). Product: C(C)(C)[C@@H]1N(C(OC1)=O)C1=NC(=NC=C1)N[C@H](C)C1=CC=C(C=C1)N1CCCCC1 ((S)-4-isopropyl-3-(2-((R)-1-(4-(piperidin-1-yl)phenyl)ethylamino)pyrimidin-4-yl)oxazolidin-2-one), C(C)(C)[C@@H]1N(C(OC1)=O)C1=NC(=NC=C1)N[C@@H](C)C1=CC=C(C=C1)N1CCCCC1 ((S)-4-isopropyl-3-(2-((S)-1-(4-(piperidin-1-yl)phenyl)ethylamino)pyrimidin-4-yl)oxazolidin-2-one). Reaction SMILES: [CH:1]([C@H:4]1[CH2:8][O:7][C:6](=[O:9])[N:5]1[C:10]1[CH:15]=[CH:14][N:13]=[C:12]([NH:16][CH:17]([C:19]2[CH:24]=[CH:23][C:22]([N:25]3[CH2:30][CH2:29][CH2:28][CH2:27][CH2:26]3)=[CH:21][CH:20]=2)[CH3:18])[N:11]=1)([CH3:3])[CH3:2].CO.N(CC)CC>C(=O)=O>[CH:1]([C@H:4]1[CH2:8][O:7][C:6](=[O:9])[N:5]1[C:10]1[CH:15]=[CH:14][N:13]=[C:12]([NH:16][C@@H:17]([C:19]2[CH:20]=[CH:21][C:22]([N:25]3[CH2:30][CH2:29][CH2:28][CH2:27][CH2:26]3)=[CH:23][CH:24]=2)[CH3:18])[N:11]=1)([CH3:2])[CH3:3].[CH:1]([C@H:4]1[CH2:8][O:7][C:6](=[O:9])[N:5]1[C:10]1[CH:15]=[CH:14][N:13]=[C:12]([NH:16][C@H:17]([C:19]2[CH:20]=[CH:21][C:22]([N:25]3[CH2:30][CH2:29][CH2:28][CH2:27][CH2:26]3)=[CH:23][CH:24]=2)[CH3:18])[N:11]=1)([CH3:2])[CH3:3]. Reported procedure: A solution of (S)-3-(2-chloropyrimidin-4-yl)-4-isopropyloxazolidin-2-one (93 mg, 0.38 mmol) and 1-(4-(piperidin-1-yl)phenyl)ethanamine (410 mg, 2.01 mmol, 5.2 equiv) in DMSO (1 mL) was heated at 110° C. for 2 h. The reaction mixture was diluted with EtOAc (8 mL) and washed with water (30 mL). After separation, the aqueous phase was extracted with EtOAc (3×8 mL). Combined organics were dried over Na2SO4, filtered and concentrated. Silica gel column chromatography (EtOAc/Heptane 10 to 100%) provid... The reactants are COC(C1=C(C=CC(=C1)OC1=C(C=CC=C1)N)NC(CC)=O)=O (2-propionylamino-5-(2-amino-phenoxy)-benzoic acid methyl ester), C1(=CC=CC=C1)N=C=O (phenyl isocyanate). Run in C(Cl)Cl (CH2Cl2). Reaction conditions: time 2 hour. Product: C1(=CC=CC=C1)NC(NC1=C(OC=2C=CC(=C(C(=O)O)C2)NC(CC)=O)C=CC=C1)=O (5-[2-(3-Phenyl-ureido)-phenoxy]-2-propionylamino-benzoic Acid). The yield is 80.0%. Reaction SMILES: C[O:2][C:3](=[O:23])[C:4]1[CH:9]=[C:8]([O:10][C:11]2[CH:16]=[CH:15][CH:14]=[CH:13][C:12]=2[NH2:17])[CH:7]=[CH:6][C:5]=1[NH:18][C:19](=[O:22])[CH2:20][CH3:21].[C:24]1([N:30]=[C:31]=[O:32])[CH:29]=[CH:28][CH:27]=[CH:26][CH:25]=1>C(Cl)Cl>[C:24]1([NH:30][C:31](=[O:32])[NH:17][C:12]2[CH:13]=[CH:14][CH:15]=[CH:16][C:11]=2[O:10][C:8]2[CH:7]=[CH:6][C:5]([NH:18][C:19](=[O:22])[CH2:20][CH3:21])=[C:4]([CH:9]=2)[C:3]([OH:2])=[O:23])[CH:29]=[CH:28][CH:27]=[CH:26][CH:25]=1. Procedure: A mixture of 2-propionylamino-5-(2-amino-phenoxy)-benzoic acid methyl ester (50.0 mg, 0.153 mmol, prepared as described in EXAMPLE 2) and phenyl isocyanate (21.0 mg, 0.175 mmol) in CH2Cl2 (10 mL) was stirred at room temperature for 2 hours. The solvent was removed by evaporation and the crude ester product was hydrolysed in methanol (1 mL) and 1M NaOH (1 mL) over night. The reaction mixture was acidified with 1M HCl and the product was collected by filtration (54 mg, total yield 80%). Conditions: time 36 hour. Reported procedure: In 200 ml of N,N-dimethylformamide were dissolved with heating 20 g of 3-hydroxyphthalonitrile and 10.55 g of potassium carbonate, to which 20 g of 1-chloroethyl-trimethylsilane were added dropwise at 30° C. in the atmosphere of argon. Immediately after the addition, the mixture was stirred for 36 hours while maintaining the reaction temperature at 85°-100° C. The reaction vessel was then cooled to room temperature and 200 ml of dilute hydrochloric acid was added. The mixture was extracted with ... Reactants: Cl (hydrochloric acid), OC1=C(C(C#N)=CC=C1)C#N (3-hydroxyphthalonitrile), C([O-])([O-])=O.[K+].[K+] (potassium carbonate), ClC(C)[Si](C)(C)C (1-chloroethyl-trimethylsilane). Yields the product C(C=1C(C#N)=CC=CC1)#N (Phthalonitrile). Run in CN(C=O)C (N,N-dimethylformamide). The yield is 95.1%. Reaction SMILES: O[C:2]1[CH:9]=[CH:8][CH:7]=[C:4]([C:5]#[N:6])[C:3]=1[C:10]#[N:11].C(=O)([O-])[O-].[K+].[K+].ClC([Si](C)(C)C)C.Cl>CN(C)C=O>[C:10](#[N:11])[C:3]1[C:4](=[CH:7][CH:8]=[CH:9][CH:2]=1)[C:5]#[N:6] |f:1.2.3|. Reactants: CO, CC(=O)NN1CC(C)=NN(C)C1=O, Cl, [Na+], [OH-]. The product is CC1=NN(C)C(=O)N(N)C1. RXN SMILES: [CH3:17][OH:18].[CH3:1][N:2]1[N:3]=[C:4]([CH3:13])[CH2:5][N:6]([NH:9][C:10](=[O:11])[CH3:12])[C:7]1=[O:8].[ClH:14].[Na+:16].[OH-:15]>>[CH3:1][N:2]1[N:3]=[C:4]([CH3:13])[CH2:5][N:6]([NH2:9])[C:7]1=[O:8]. The reactants are O=C([O-])[O-], CCOC(=O)Cc1ccc2c(c1)sc1nc(=O)cc(-c3ccccc3)n12, CO, [K+], [K+], O. Product: O=C(O)Cc1ccc2c(c1)sc1nc(=O)cc(-c3ccccc3)n12. RXN SMILES: [C:29](=[O:30])([O-:31])[O-:32].[CH2:1]([CH3:2])[O:3][C:4]([CH2:5][c:6]1[cH:7][c:8]2[c:9]([n:10]3[c:11]([s:12]2)[n:13][c:14](=[O:23])[cH:15][c:16]3-[c:17]2[cH:18][cH:19][cH:20][cH:21][cH:22]2)[cH:24][cH:25]1)=[O:26].[CH3:27][OH:28].[K+:33].[K+:34].[OH2:35]>>[O:3]=[C:4]([CH2:5][c:6]1[cH:7][c:8]2[c:9]([n:10]3[c:11]([s:12]2)[n:13][c:14](=[O:23])[cH:15][c:16]3-[c:17]2[cH:18][cH:19][cH:20][cH:21][cH:22]2)[cH:24][cH:25]1)[OH:26]. Starting materials: methyl ester, OC1=C(C(=O)O)C=CC=C1NC(C1=CC=NC=C1)=O (2-hydroxy-3-isonicotinoylamino-benzoic acid), O.C1(=CC=C(C=C1)S(=O)(=O)O)C (p-toluenesulfonic acid mono-hydrate), C=1(C(=CC=CC1)C)C (xylene), C([O-])([O-])=O.[K+].[K+] (potassium carbonate), O.C1(=CC=C(C=C1)S(=O)(=O)O)C (p-toluenesulfonic acid mono-hydrate). As a reaction SMILES: O[C:2]1[C:10]([NH:11][C:12](=[O:19])[C:13]2[CH:18]=[CH:17][N:16]=[CH:15][CH:14]=2)=[CH:9][CH:8]=[CH:7][C:3]=1[C:4]([OH:6])=[O:5].O.C1(C)C=CC(S(O)(=O)=O)=CC=1.C1(C)C(C)=CC=CC=1.C(=O)([O-])[O-].[K+].[K+]>C(OCC)(=O)C>[N:16]1[CH:15]=[CH:14][C:13]([C:12]2[O:19][C:2]3[C:3]([C:4]([OH:6])=[O:5])=[CH:7][CH:8]=[CH:9][C:10]=3[N:11]=2)=[CH:18][CH:17]=1 |f:1.2,4.5.6|. The product is methyl ester, N1=CC=C(C=C1)C=1OC2=C(N1)C=CC=C2C(=O)O ([2-(4-pyridyl)-benzoxazol-7-yl]carboxylic acid). Yield: 86.4%. Run in C(C)(=O)OCC (ethyl acetate). Procedure details: A mixture of methyl ester of 2-hydroxy-3-isonicotinoylamino-benzoic acid (500 mg, 1.84 mmol), p-toluenesulfonic acid mono-hydrate (349 mg, 1.84 mmol) and xylene (20 ml) was heated under reflux for 14 hrs. and then p-toluenesulfonic acid mono-hydrate (349 mg, 1.84 mmol) was further added and refluxed under heating for 2 hrs. The reaction mixture was cooled with ice, and ethyl acetate and 10% aqueous potassium carbonate solution were added thereto. The organic phase was separated, washed with wate...